describe an organic reaction: reactants, conditions, products, and yield From a dataset of the Open Reaction Database (ORD), a public repository of structured organic reaction records. The reactants are C1(CCCC1)OC1=NC=CC=C1B(O)O ((2-(cyclopentyloxy)pyridin-3-yl)boronic acid), BrC1=CC(=C(C=C1)C=1N=CC(=NC1)N)F (5-(4-bromo-2-fluorophenyl)pyrazin-2-amine). The product is C1(CCCC1)OC1=NC=CC=C1C1=CC(=C(C=C1)C=1N=CC(=NC1)N)F (5-{4-[2-(Cyclopentyloxy)pyridin-3-yl]-2-fluorophenyl}pyrazin-2-amine). Reaction SMILES: [CH:1]1([O:6][C:7]2[C:12](B(O)O)=[CH:11][CH:10]=[CH:9][N:8]=2)[CH2:5][CH2:4][CH2:3][CH2:2]1.Br[C:17]1[CH:22]=[CH:21][C:20]([C:23]2[N:24]=[CH:25][C:26]([NH2:29])=[N:27][CH:28]=2)=[C:19]([F:30])[CH:18]=1>>[CH:1]1([O:6][C:7]2[C:12]([C:17]3[CH:22]=[CH:21][C:20]([C:23]4[N:24]=[CH:25][C:26]([NH2:29])=[N:27][CH:28]=4)=[C:19]([F:30])[CH:18]=3)=[CH:11][CH:10]=[CH:9][N:8]=2)[CH2:5][CH2:4][CH2:3][CH2:2]1. Procedure details: The title compound was prepared using methods analogous to those described in Example 369 using (2-(cyclopentyloxy)pyridin-3-yl)boronic acid and 5-(4-bromo-2-fluorophenyl)pyrazin-2-amine in Step B. MS (ESI): mass calcd. for C20H19FN4O, 350.15; m/z found, 351.1 [M+H]+. 1H NMR (400 MHz, CDCl3) δ 8.62-8.58 (m, 1H), 8.19-8.15 (m, 1H), 8.12 (d, J=1.5, 1H), 8.00-7.90 (m, 1H), 7.69-7.63 (m, 1H), 7.48-7.40 (m, 2H), 6.98-6.92 (m, 1H), 5.59-5.50 (m, 1H), 4.68 (s, 2H), 2.03-1.89 (m, 2H), 1.89-1.70 (m, 4H),... Starting materials: solution, [O-]S(=O)(=O)C(F)(F)F.C(CCC)[B+]CCCC (dibutylboron triflate), C(C)(C)C1N(C(OCC1)=O)C(CC\C=C/CCC(=O)OC)=O (methyl (Z)-8-[(-)-4-isopropyl-2-oxo-1,3-oxazinan-3-yl]-8-oxo-oct-4-enoate), C(C)(C)N(CC)C(C)C (diisopropylethylamine), C(CCCCC)N1C=NC=C1C=O (1-hexyl-imidazole-5-carboxaldehyde). Solvent: ClCCl (dichloromethane), ClCCl (dichloromethane), ClCCl (dichloromethane). Reaction conditions: temperature 5 celsius, time 30 minute. The product is C(CCCCC)N1C=NC=C1[C@H]([C@H](C\C=C/CCC(=O)OC)C(=O)N1C(OCC[C@H]1C(C)C)=O)O (methyl (7S,4Z)-7-[(S)-(1-hexylimidazol-5-yl)hydroxymethyl]-8-[(S)-4-isopropyl-2-oxo-1,3-oxazinan-3-yl]-8-oxo-oct-4-enoate). The yield is 64.5%. Reaction SMILES: [O-]S(C(F)(F)F)(=O)=O.C([B+]CCCC)CCC.[CH:18]([CH:21]1[CH2:26][CH2:25][O:24][C:23](=[O:27])[N:22]1[C:28](=[O:39])[CH2:29][CH2:30]/[CH:31]=[CH:32]\[CH2:33][CH2:34][C:35]([O:37][CH3:38])=[O:36])([CH3:20])[CH3:19].C(N(C(C)C)CC)(C)C.[CH2:49]([N:55]1[C:59]([CH:60]=[O:61])=[CH:58][N:57]=[CH:56]1)[CH2:50][CH2:51][CH2:52][CH2:53][CH3:54]>ClCCl>[CH2:49]([N:55]1[C:59]([C@@H:60]([OH:61])[C@@H:29]([C:28]([N:22]2[C@H:21]([CH:18]([CH3:20])[CH3:19])[CH2:26][CH2:25][O:24][C:23]2=[O:27])=[O:39])[CH2:30]/[CH:31]=[CH:32]\[CH2:33][CH2:34][C:35]([O:37][CH3:38])=[O:36])=[CH:58][N:57]=[CH:56]1)[CH2:50][CH2:51][CH2:52][CH2:53][CH3:54] |f:0.1|. Reported procedure: A 1M solution of dibutylboron triflate in dichloromethane (1.56 ml) was added to a solution of the product of step (iv) (422 mg, 1.42 mmol) in dry dichloromethane (9 ml) at 5° C. under argon, followed by diisopropylethylamine (0.295 ml, 1.7 mmol). The reaction mixture was stirred at 5° C. for 30 minutes and then cooled to -78° C. A solution of the product of step (iii) (280 mg, 1.56 mmol) in dichloromethane (2 ml) was added dropwise. The mixture was stirred at -78° C. for 30 minutes before being... Reactants: PTFE, C(C(C)C)OC1=NC=C(C#N)C=C1C=1NC(C=2C(N1)=C(N(N2)C)CCC)=O (6-Isobutoxy-5-(2-methyl-7-oxo-3-propyl-6,7-dihydro-2H-pyrazolo[4,3-d]-pyrimidin-5-yl)nicotinonitrile), C[Si](C)(C)N=[N+]=[N-] (trimethylsilylazide), C(CCC)[Sn](CCCC)=O (dibutyltin oxide), C[Si](C)(C)N=[N+]=[N-] (trimethylsilylazide). Run in C1(=CC=CC=C1)C (toluene). Run at temperature 80 celsius. Yields the product C(C(C)C)OC1=NC=C(C=C1C=1NC(C=2C(N1)=C(N(N2)C)CCC)=O)C2=NN=NN2 (5-[2-Isobutoxy-5-(1H-1,2,3,4-tetrazol-5-yl)-3-pyridinyl]-2-methyl-3-propyl-2,6-dihydro-7H-pyrazolo[4,3-d]pyrimidin-7-one). The yield is 65.1%. As a reaction SMILES: [CH2:1]([O:5][C:6]1[C:13]([C:14]2[NH:15][C:16](=[O:27])[C:17]3[C:18](=[C:20]([CH2:24][CH2:25][CH3:26])[N:21]([CH3:23])[N:22]=3)[N:19]=2)=[CH:12][C:9]([C:10]#[N:11])=[CH:8][N:7]=1)[CH:2]([CH3:4])[CH3:3].C[Si]([N:32]=[N+:33]=[N-:34])(C)C.C([Sn](=O)CCCC)CCC>C1(C)C=CC=CC=1>[CH2:1]([O:5][C:6]1[C:13]([C:14]2[NH:15][C:16](=[O:27])[C:17]3[C:18](=[C:20]([CH2:24][CH2:25][CH3:26])[N:21]([CH3:23])[N:22]=3)[N:19]=2)=[CH:12][C:9]([C:10]2[NH:34][N:33]=[N:32][N:11]=2)=[CH:8][N:7]=1)[CH:2]([CH3:4])[CH3:3]. Procedure details: 5-[2-Isobutoxy-5-cyano-3-pyridinyl]-2-methyl-3-propyl-2,6-dihydro-7H-pyrazolo[4,3-a]pyrimidin-7-one (Example 36) (200 mg, 0.55 mmol), trimethylsilylazide (0.069 mL, 0.54 mmol) and dibutyltin oxide (54 mg, 0.22 mmol) were heated at 80° C. in toluene (10 mL) for 14 h. The reaction mixture was transferred to a PTFE lined sealed vessel, a further 0.069 mL trimethylsilylazide added and the reaction heated at 80° C. for a further 5 h. After cooling and filtering the filtrate was diluted with pentane. ... Reactants: [N+](=[N-])=C(C(=O)OC)C(COC)=O (Methyl 2-diazo-4-methoxy-3-oxobutanoate), ammonium sulfide. Run at time 30 minute. Product: COCC1=C(N=NS1)C(=O)OC (Methyl 5-(methoxymethyl)-1,2,3-thiadiazole-4-carboxylate). Yield: 85.8%. As a reaction SMILES: [N+:1](=[C:3]([C:8](=O)[CH2:9][O:10][CH3:11])[C:4]([O:6][CH3:7])=[O:5])=[N-:2].[NH4+]=[S:14]>>[CH3:11][O:10][CH2:9][C:8]1[S:14][N:2]=[N:1][C:3]=1[C:4]([O:6][CH3:7])=[O:5]. Procedure: Methyl 2-diazo-4-methoxy-3-oxobutanoate (4.5 g, 0.026 mol) was cooled in an ice bath and ammonium sulfide (8.0 g, 0.12 mol) (40-48%) was added drop-wise over 2 minutes. White precipitate formed. The slurry was stirred for 30 minutes, and then purified by flash chromatography to give the desired product (4.2 g, 85%) as a light oil, that crystallized readily upon standing. 1H NMR (400 MHz, CD3OD): δ□ 5.02 (s, 2H), 3.98 (s, 3H), 3.57 (s, 3H). MF=C6H8N2O3S; LCMS calculated for C6H9N2O3S (M+H)+: m/z=... Reaction SMILES: [CH3:37][CH2:38][OH:39].[CH:1]1([CH2:7][c:8]2[cH:9][n:10][c:11]([CH2:13][CH2:14][c:15]3[cH:16][cH:17][c:18](-[c:21]4[c:22]([C:27](=[O:28])[O:29][CH2:30][c:31]5[cH:32][cH:33][cH:34][cH:35][cH:36]5)[n:23][cH:24][cH:25][cH:26]4)[cH:19][cH:20]3)[nH:12]2)[CH2:2][CH2:3][CH2:4][CH2:5][CH2:6]1>>[CH:1]1([CH2:7][c:8]2[cH:9][n:10][c:11]([CH2:13][CH2:14][c:15]3[cH:16][cH:17][c:18](-[c:21]4[c:22]([C:27](=[O:28])[OH:29])[n:23][cH:24][cH:25][cH:26]4)[cH:19][cH:20]3)[nH:12]2)[CH2:2][CH2:3][CH2:4][CH2:5][CH2:6]1. Starting materials: CCO, O=C(OCc1ccccc1)c1ncccc1-c1ccc(CCc2ncc(CC3CCCCC3)[nH]2)cc1. Product: O=C(O)c1ncccc1-c1ccc(CCc2ncc(CC3CCCCC3)[nH]2)cc1. Starting materials: C(C)(C)(C)OC(=O)C1=C(C=CC=C1)C1=CC=C(C=C1)CN1C(=NC(=C1C(=O)N)C(C)(C)O)CCCC (1-[(2'-t-butoxycarbonylbiphenyl-4-yl)methyl]-2-butyl-4-(1-hydroxy-1-methylethyl)imidazole-5-carboxamide), Cl (hydrochloride), solution, Cl (hydrogen chloride). The solvent is O1CCOCC1 (dioxane). Product: C(CCC)C=1N(C(=C(N1)C(C)(C)O)C(=O)N)CC1=CC=C(C=C1)C1=C(C=CC=C1)C(=O)O (2-Butyl-1-[(2'-carboxybiphenyl-4-yl)methyl]-4-(1-hydroxy-1-methylethyl)imidazole-5-carboxamide). Reaction SMILES: C([O:5][C:6]([C:8]1[CH:13]=[CH:12][CH:11]=[CH:10][C:9]=1[C:14]1[CH:19]=[CH:18][C:17]([CH2:20][N:21]2[C:25]([C:26]([NH2:28])=[O:27])=[C:24]([C:29]([OH:32])([CH3:31])[CH3:30])[N:23]=[C:22]2[CH2:33][CH2:34][CH2:35][CH3:36])=[CH:16][CH:15]=1)=[O:7])(C)(C)C.Cl>O1CCOCC1>[CH2:33]([C:22]1[N:21]([CH2:20][C:17]2[CH:16]=[CH:15][C:14]([C:9]3[CH:10]=[CH:11][CH:12]=[CH:13][C:8]=3[C:6]([OH:7])=[O:5])=[CH:19][CH:18]=2)[C:25]([C:26]([NH2:28])=[O:27])=[C:24]([C:29]([OH:32])([CH3:30])[CH3:31])[N:23]=1)[CH2:34][CH2:35][CH3:36]. Reported procedure: Following a procedure similar to that describe in Example 45(d), but using 185 mg of 1-[(2'-t-butoxycarbonylbiphenyl-4-yl)methyl]-2-butyl-4-(1-hydroxy-1-methylethyl)imidazole-5-carboxamide [prepared as described in step (a) above] and 10 ml of a 4N solution of hydrogen chloride in dioxane, 88 mg of the hydrochloride of the title compound were obtained as an amorphous solid, melting at 130°-138° C. (with softening). The reactants are CC#CCO, Clc1cc(-c2ccccc2)ncn1, [H-], [Na+], C1CCOC1, O. Yields the product CC#CCOc1cc(-c2ccccc2)ncn1. As a reaction SMILES: [CH2:14]([C:15]#[C:16][CH3:17])[OH:18].[Cl:1][c:2]1[n:3][cH:4][n:5][c:6](-[c:8]2[cH:9][cH:10][cH:11][cH:12][cH:13]2)[cH:7]1.[H-:19].[Na+:20].[O:22]1[CH2:23][CH2:24][CH2:25][CH2:26]1.[OH2:21]>>[c:2]1([O:18][CH2:14][C:15]#[C:16][CH3:17])[n:3][cH:4][n:5][c:6](-[c:8]2[cH:9][cH:10][cH:11][cH:12][cH:13]2)[cH:7]1. Reactants: BrC/C=C/COC[C@@H]1CC[C@H](CC1)CN(S(=O)(=O)C1=CC=C(C=C1)C(F)(F)F)C (trans-N-[4-(4-bromo-(E)-but-2-enyloxymethyl)-cyclohexylmethyl]-N-methyl-4-trifluoromethyl-benzenesulfonamide), C(C)(C)(C)OC(=O)N1CCNCC1 (1-tert-butoxycarbonyl piperazine), FC(C(=O)O)(F)F (trifluoroacetic acid). Solvent: CN(C(C)=O)C (N,N-dimethylacetamide). The product is CN(S(=O)(=O)C1=CC=C(C=C1)C(F)(F)F)C[C@@H]1CC[C@H](CC1)COC\C=C\CN1CCNCC1 (trans-N-methyl-N-[4-(4-piperazin-1-yl-(E)-but-2-enyloxymethyl)-cyclohexylmethyl]-4-trifluoromethyl-benzenesulfonamide). As a reaction SMILES: Br[CH2:2]/[CH:3]=[CH:4]/[CH2:5][O:6][CH2:7][C@H:8]1[CH2:13][CH2:12][C@H:11]([CH2:14][N:15]([CH3:29])[S:16]([C:19]2[CH:24]=[CH:23][C:22]([C:25]([F:28])([F:27])[F:26])=[CH:21][CH:20]=2)(=[O:18])=[O:17])[CH2:10][CH2:9]1.C(OC([N:37]1[CH2:42][CH2:41][NH:40][CH2:39][CH2:38]1)=O)(C)(C)C.FC(F)(F)C(O)=O>CN(C)C(=O)C>[CH3:29][N:15]([CH2:14][C@H:11]1[CH2:12][CH2:13][C@H:8]([CH2:7][O:6][CH2:5]/[CH:4]=[CH:3]/[CH2:2][N:37]2[CH2:42][CH2:41][NH:40][CH2:39][CH2:38]2)[CH2:9][CH2:10]1)[S:16]([C:19]1[CH:24]=[CH:23][C:22]([C:25]([F:28])([F:27])[F:26])=[CH:21][CH:20]=1)(=[O:18])=[O:17]. Procedure: In analogy to the method described in example 12.1, trans-N-[4-(4-bromo-(E)-but-2-enyloxymethyl)-cyclohexylmethyl]-N-methyl-4-trifluoromethyl-benzenesulfonamide was reacted with 1-tert-butoxycarbonyl piperazine in N,N-dimethylacetamide at room temperature followed by treatment with trifluoroacetic acid at room temperature to yield trans-N-methyl-N-[4-(4-piperazin-1-yl-(E)-but-2-enyloxymethyl)-cyclohexylmethyl]-4-trifluoromethyl-benzenesulfonamide as light yellow solid, MS: 504 (MH+).